From a dataset of the Open Reaction Database (ORD), a public repository of structured organic reaction records. describe an organic reaction: reactants, conditions, products, and yield Reactants: BrCCC1=CC=CC=2C3=CC=CC=C3C(C12)(OC)OC (2-bromo-9,9-dimethoxyethylfluorene), C1(=CC=CC=C1)NC1=CC=CC=C1 (diphenylamine), C=1C=CC(=CC1)P(C=2C=CC=CC2)C3=CC=C4C=CC=CC4=C3C5=C6C=CC=CC6=CC=C5P(C=7C=CC=CC7)C=8C=CC=CC8 (rac-BINAP), CC(C)([O-])C.[Na+] (sodium t-butoxide). Reagents/catalysts: C=1C=CC(=CC1)/C=C/C(=O)/C=C/C2=CC=CC=C2.C=1C=CC(=CC1)/C=C/C(=O)/C=C/C2=CC=CC=C2.C=1C=CC(=CC1)/C=C/C(=O)/C=C/C2=CC=CC=C2.[Pd].[Pd] (tris(dibenzylideneacetone)dipalladium). Run in C1(=CC=CC=C1)C (toluene), C(C)OCC (diethylether). Yields the product COC1(C2=CC=CC=C2C=2C=CC(=C(C12)CC)N(C1=CC=CC=C1)C1=CC=CC=C1)OC (9,9-dimethoxyethyl-2-diphenylaminofluorene). Yield: 506.1%. RXN SMILES: BrCC[C:4]1[C:16]2[C:15]([O:19][CH3:20])([O:17][CH3:18])[C:14]3[C:9](=[CH:10][CH:11]=[CH:12][CH:13]=3)[C:8]=2[CH:7]=[CH:6][CH:5]=1.[C:21]1([NH:27][C:28]2[CH:33]=[CH:32][CH:31]=[CH:30][CH:29]=2)[CH:26]=[CH:25][CH:24]=[CH:23][CH:22]=1.[CH:34]1C=CC(P(C2C(C3C(P(C4C=CC=CC=4)C4C=CC=CC=4)=CC=C4C=3C=CC=C4)=C3C(C=CC=C3)=CC=2)C2C=CC=CC=2)=C[CH:39]=1.CC(C)([O-])C.[Na+]>C1(C)C=CC=CC=1.C(OCC)C.C1C=CC(/C=C/C(/C=C/C2C=CC=CC=2)=O)=CC=1.C1C=CC(/C=C/C(/C=C/C2C=CC=CC=2)=O)=CC=1.C1C=CC(/C=C/C(/C=C/C2C=CC=CC=2)=O)=CC=1.[Pd].[Pd]>[CH3:20][O:19][C:15]1([O:17][CH3:18])[C:14]2[C:9]([CH2:34][CH3:39])=[C:10]([N:27]([C:21]3[CH:22]=[CH:23][CH:24]=[CH:25][CH:26]=3)[C:28]3[CH:29]=[CH:30][CH:31]=[CH:32][CH:33]=3)[CH:11]=[CH:12][C:13]=2[C:4]2[C:16]1=[CH:8][CH:7]=[CH:6][CH:5]=2 |f:3.4,7.8.9.10.11|. Reported procedure: In a round-bottom flask, a mixture of 2-bromo-9,9-dimethoxyethylfluorene (2.0 g, 5.54 mmol), diphenylamine (1.12 g, 6.65 mmol), tris(dibenzylideneacetone)dipalladium (0) (0.012 g, 0.25 mmol %), rac-BINAP (0.025 g, 0.75 mmol %), and sodium t-butoxide (0.74 g, 7.76 mmol) in dry toluene (100 ml ) was placed and heated at the refluxing temperature of the solvent for 16 h under an atmospheric pressure of nitrogen. After cooling the reaction mixture to room temperature, it was diluted with diethylethe... Reactants: CCOC(C)=O, CC1(C)CCC(=O)c2cc([N+](=O)[O-])ccc21. Yields the product CC1(C)CCC(=O)c2cc(N)ccc21. Reaction SMILES: [CH3:17][CH2:18][O:19][C:20]([CH3:21])=[O:22].[CH3:1][C:2]1([CH3:16])[CH2:3][CH2:4][C:5](=[O:15])[c:6]2[cH:7][c:8]([N+:12]([O-:13])=[O:14])[cH:9][cH:10][c:11]21>>[CH3:1][C:2]1([CH3:16])[CH2:3][CH2:4][C:5](=[O:15])[c:6]2[cH:7][c:8]([NH2:12])[cH:9][cH:10][c:11]21. Starting materials: CCOC(=O)OCC, CC[O-], Cc1ccccc1, CCO, COc1c(CC#N)cccc1Oc1ccccc1C, [Na+], [Na]. Yields the product CCOC(=O)C(C#N)c1cccc(Oc2ccccc2C)c1OC. As a reaction SMILES: [C:25]([O:26][CH2:27][CH3:28])([O:29][CH2:31][CH3:32])=[O:30].[CH3:2][CH2:3][O-:4].[CH3:33][c:34]1[cH:35][cH:36][cH:37][cH:38][cH:39]1.[CH3:40][CH2:41][OH:42].[CH3:6][O:7][c:8]1[c:9]([CH2:22][C:23]#[N:24])[cH:10][cH:11][cH:12][c:13]1[O:14][c:15]1[c:16]([CH3:21])[cH:17][cH:18][cH:19][cH:20]1.[Na+:1].[Na:5]>>[CH3:6][O:7][c:8]1[c:9]([CH:22]([C:23]#[N:24])[C:25]([O:26][CH2:27][CH3:28])=[O:29])[cH:10][cH:11][cH:12][c:13]1[O:14][c:15]1[c:16]([CH3:21])[cH:17][cH:18][cH:19][cH:20]1. Starting materials: BrCBr, CCOC(=O)C(C)(F)F, C1CCOC1, [Li]CCCC, CC(C)NC(C)C. Yields the product CC(F)(F)C(=O)C(Br)Br. Reaction SMILES: [Br:22][CH2:23][Br:24].[CH2:13]([O:14][C:16]([C:17]([CH3:18])([F:19])[F:20])=[O:21])[CH3:15].[CH2:25]1[O:26][CH2:27][CH2:28][CH2:29]1.[CH2:8]([Li:9])[CH2:10][CH2:11][CH3:12].[CH:1]([NH:2][CH:3]([CH3:4])[CH3:5])([CH3:6])[CH3:7]>>[C:16]([C:17]([CH3:18])([F:19])[F:20])(=[O:21])[CH:23]([Br:22])[Br:24]. Starting materials: C(C)OC(CBr)=O (bromoacetic acid ethyl ester), metal, [Na] (sodium), C(C1=CC=CC=C1)C1=CC2=C(NC(N2)=S)C=C1 (5-benzyl-benzimidazoline-2-thione). The solvent is C(C)O (ethanol). Isolated yield 97.1%. Procedure details: 0.46 g (20 mmoles) of metal sodium are dissolved in 40 ml of ethanol. To the ethylate 4.8 g (20 mmoles) of 5-benzyl-benzimidazoline-2-thione are added and 2.4 ml of bromoacetic acid ethyl ester are added dropwise at room temperature. After 4 hours boiling the salt is filtered off, the mother liquor is evaporated and 60 ml of petrol-ether are added to the distillation residue. Thus 7.23 g of crude title product are isolated. This is purified by suspending in water. Thus 6.33 g (97.1%) of title co... The product is C(C)OC(C)=SC=1NC2=C(N1)C=CC(=C2)CC2=CC=CC=C2 (S-(5-Benzyl-2-benzimidazolyl)-thioacetic acid ethyl ester). Reaction conditions: time 4 hour. Reaction SMILES: [Na].[CH2:2]([C:9]1[CH:18]=[CH:17][C:12]2[NH:13][C:14](=[S:16])[NH:15][C:11]=2[CH:10]=1)[C:3]1[CH:8]=[CH:7][CH:6]=[CH:5][CH:4]=1.[CH2:19]([O:21][C:22](=O)[CH2:23]Br)[CH3:20]>C(O)C>[CH2:19]([O:21][C:22](=[SH:16][C:14]1[NH:15][C:11]2[CH:10]=[C:9]([CH2:2][C:3]3[CH:4]=[CH:5][CH:6]=[CH:7][CH:8]=3)[CH:18]=[CH:17][C:12]=2[N:13]=1)[CH3:23])[CH3:20] |^1:0|. Starting materials: C([O-])(O)=O.[Na+] (sodium bicarbonate), NN1C(C=C(C2=CC=CC=C12)O)=O (1-amino-4-hydroxyquinolin-2(1H)-one), C(#N)[BH3-].[Na+] (sodium cyanoborohydride), C1CC1C(C#N)O (cyclopropylcarboxaldehyde). Solvent: [Cl-].[Na+].O (brine), CO (methanol), C(C)(=O)O (acetic acid). Conditions: time 8 hour. Yields the product C1(CC1)CNN1C(C=C(C2=CC=CC=C12)O)=O (1-[(cyclopropylmethyl)amino]-4-hydroxyquinolin-2(1H)-one). RXN SMILES: [NH2:1][N:2]1[C:11]2[C:6](=[CH:7][CH:8]=[CH:9][CH:10]=2)[C:5]([OH:12])=[CH:4][C:3]1=[O:13].[CH2:14]1[CH:16]([CH:17](O)C#N)[CH2:15]1.C([BH3-])#N.[Na+].C(=O)(O)[O-].[Na+]>CO.[Cl-].[Na+].O.C(O)(=O)C>[CH:16]1([CH2:17][NH:1][N:2]2[C:11]3[C:6](=[CH:7][CH:8]=[CH:9][CH:10]=3)[C:5]([OH:12])=[CH:4][C:3]2=[O:13])[CH2:14][CH2:15]1 |f:2.3,4.5,7.8.9|. Procedure details: To the suspension of 1-amino-4-hydroxyquinolin-2(1H)-one (1.033 g, 5.86 mmol) in methanol (58 mL) was added acetic acid (0.29 mL) and cyclopropylcarboxaldehyde (482 □L, 6.45 mmol) followed by the addition of sodium cyanoborohydride (744.6 mg, 11.85 mmol) at room temperature. The suspension was stirred at room temperature overnight and quenched with half saturated brine (100 mL) and sodium bicarbonate (425 mg, 5.06 mmol). The mixture was extracted with ethyl acetate (300 mL) and the organic layer... Starting materials: C(=O)(O)[O-].[Na+] (NaHCO3), C(C)OC(=O)C=1C=2N=CC=NC2C(=CC1)C1=C(C(=CC(=C1F)OC)OC)Cl (8-(2-chloro-6-fluoro-3,5-dimethoxy-phenyl)-quinoxaline-5-carboxylic acid ethyl ester), N1(C=NC=C1)CC=1C=CC(=NC1)N (5-imidazol-1-ylmethyl-pyridin-2-ylamine), C[Al](C)C (trimethyl aluminum). Solvent: C(Cl)Cl (DCM), C(Cl)Cl.CO (DCM MeOH). Conditions: temperature 80 celsius, time 3 hour. Yields the product N1(C=NC=C1)CC=1C=CC(=NC1)NC(=O)C=1C=2N=CC=NC2C(=CC1)C1=C(C(=CC(=C1F)OC)OC)Cl (8-(2-Chloro-6-fluoro-3,5-dimethoxy-phenyl)-quinoxaline-5-carboxylic acid (5-imidazol-1-ylmethyl-pyridin-2-yl)-amide). RXN SMILES: C(O[C:4]([C:6]1[C:7]2[N:8]=[CH:9][CH:10]=[N:11][C:12]=2[C:13]([C:16]2[C:21]([F:22])=[C:20]([O:23][CH3:24])[CH:19]=[C:18]([O:25][CH3:26])[C:17]=2[Cl:27])=[CH:14][CH:15]=1)=[O:5])C.[N:28]1([CH2:33][C:34]2[CH:35]=[CH:36][C:37]([NH2:40])=[N:38][CH:39]=2)[CH:32]=[CH:31][N:30]=[CH:29]1.C[Al](C)C.C([O-])(O)=O.[Na+]>C(Cl)Cl.CO.C(Cl)Cl>[N:28]1([CH2:33][C:34]2[CH:35]=[CH:36][C:37]([NH:40][C:4]([C:6]3[C:7]4[N:8]=[CH:9][CH:10]=[N:11][C:12]=4[C:13]([C:16]4[C:21]([F:22])=[C:20]([O:23][CH3:24])[CH:19]=[C:18]([O:25][CH3:26])[C:17]=4[Cl:27])=[CH:14][CH:15]=3)=[O:5])=[N:38][CH:39]=2)[CH:32]=[CH:31][N:30]=[CH:29]1 |f:3.4,5.6|. Procedure details: The title compound was prepared in analogy to the procedure described in Example 115 but using 8-(2-chloro-6-fluoro-3,5-dimethoxy-phenyl)-quinoxaline-5-carboxylic acid ethyl ester (Step 144.1), 5-imidazol-1-ylmethyl-pyridin-2-ylamine (Step 120.1), 2 equiv of trimethyl aluminum, stirring the reaction mixture for 3 h at 80° C. and pouring it onto a saturated aqueous solution of NaHCO3 and DCM. The title compound: ESI-MS: 519.0 [M+H]+; tR=3.86 min (System 1); TLC: Rf=0.40 (DCM/MeOH, 9:1). Procedure details: A mixture of about 2.13 g of 1H-1,2,4-triazole-1-butanamine, dihydrochloride, about 70 ml of methylene chloride, about 30 ml of 1N sodium hydroxide and about 2.3 g of 3-chlorobenzo[b]thiophene carbonyl chloride was stirred at room temperature overnight. About five ml of 1N sodium hydroxide and about 50 ml of methylene chloride were added. The organic layer was separated, washed twice with water, dried and concentrated to an oil. The oil was crystallized from ether, giving about 2.8 g of the desi... Run at time 8 hour. The yield is 84.0%. Product: ClC=1C2=C(SC1C(=O)NCCCCN1N=CN=C1)C=CC=C2 (3-Chloro-N-[4-(1H-1,2,4-triazol-1-yl)-butyl]benzo[b]thiophene-2-carboxamide). Run in C(Cl)Cl (methylene chloride), C(Cl)Cl (methylene chloride). As a reaction SMILES: Cl.Cl.[N:3]1([CH2:8][CH2:9][CH2:10][CH2:11][NH2:12])[CH:7]=[N:6][CH:5]=[N:4]1.[OH-].[Na+].[Cl:15][C:16]1[C:17]2[CH:27]=[CH:26][CH:25]=[CH:24][C:18]=2[S:19][C:20]=1[C:21](Cl)=[O:22]>C(Cl)Cl>[Cl:15][C:16]1[C:17]2[CH:27]=[CH:26][CH:25]=[CH:24][C:18]=2[S:19][C:20]=1[C:21]([NH:12][CH2:11][CH2:10][CH2:9][CH2:8][N:3]1[CH:7]=[N:6][CH:5]=[N:4]1)=[O:22] |f:0.1.2,3.4|. The reactants are Cl.Cl.N1(N=CN=C1)CCCCN (1H-1,2,4-triazole-1-butanamine, dihydrochloride), [OH-].[Na+] (sodium hydroxide), ClC=1C2=C(SC1C(=O)Cl)C=CC=C2 (3-chlorobenzo[b]thiophene carbonyl chloride), [OH-].[Na+] (sodium hydroxide). Reactants: CSC(=C[N+](=O)[O-])S(=O)C (1-methylthio-1-methylsulphinyl-2-nitroethylene), C[O-].[Na+] (sodium methoxide), Cl.NCC(CCCC)=O (1-Amino-2-hexanone hydrochloride). Run in CO (methanol), CO (methanol), CO (methanol). Conditions: time 2 hour. The product is CSC=1NC=C(C1[N+](=O)[O-])CCCC (2-methylthio-3-nitro-4-n-butylpyrrole). The yield is 48.5%. Reaction SMILES: Cl.[NH2:2][CH2:3][C:4](=O)[CH2:5][CH2:6][CH2:7][CH3:8].[CH3:10][S:11][C:12](S(C)=O)=[CH:13][N+:14]([O-:16])=[O:15].C[O-].[Na+]>CO>[CH3:10][S:11][C:12]1[NH:2][CH:3]=[C:4]([CH2:5][CH2:6][CH2:7][CH3:8])[C:13]=1[N+:14]([O-:16])=[O:15] |f:0.1,3.4|. Procedure details: 1-Amino-2-hexanone hydrochloride (5.8 g) was dissolved in methanol (100 ml) and mixed with a solution of 1-methylthio-1-methylsulphinyl-2-nitroethylene (6.8 g) in warm methanol (100 ml). A solution of sodium methoxide in methanol (from 1.7 g sodium) was added dropwise, with stirring, over 2 hours at 60°, and the mixture was evaporated to dryness. The residue was triturated with water, and the solid was filtered off and dried, to give 2-methylthio-3-nitro-4-n-butylpyrrole (3.9 g). Reported procedure: Sodium hydride (60% in oil) was suspended in DMF under nitrogen replacement. Then, the THF solution containing 1-(3-hydroxy-1-hexyl)-2,3,4-trifluorobenzene was added dropwise for 30 minutes, and stirred for 3 hours at 50° C. After toluene was added and stirred for a while, an organic layer was separated and an aqueous layer was extracted with toluene. After the extract and the organic layer were mixed together, washed using water and a saturated saline solution in that order, and dried using anh... The solvent is CN(C)C=O (DMF). Reaction SMILES: [H-].[Na+].C1COCC1.[OH:8][CH:9]([CH2:21][CH2:22][CH3:23])[CH2:10][CH2:11][C:12]1[CH:17]=[CH:16][C:15]([F:18])=[C:14]([F:19])[C:13]=1F.C1(C)C=CC=CC=1>CN(C=O)C>[F:18][C:15]1[C:14]([F:19])=[C:13]2[C:12]([CH2:11][CH2:10][CH:9]([CH2:21][CH2:22][CH3:23])[O:8]2)=[CH:17][CH:16]=1 |f:0.1|. Product: FC1=CC=C2CCC(OC2=C1F)CCC (7,8-difluoro-2-propylchroman). Reactants: [H-].[Na+] (Sodium hydride), C1(=CC=CC=C1)C (toluene), C1CCOC1 (THF), OC(CCC1=C(C(=C(C=C1)F)F)F)CCC (1-(3-hydroxy-1-hexyl)-2,3,4-trifluorobenzene). Reaction conditions: temperature 50 celsius, time 3 hour.